Dataset: the Open Reaction Database (ORD), a public repository of structured organic reaction records. Task: describe an organic reaction: reactants, conditions, products, and yield Starting materials: C(#N)C1=C(C=CC(=C1)F)C1CCN(CC1)CCCNC(=O)N1C(O[C@H]([C@@H]1C1=CC(=C(C=C1)F)F)COC1OCCCC1)=O ((4S,5R)-4-(3,4-difluorophenyl)-5-(tetrahydropyran-2-yloxymethyl)-2-oxo-oxazolidine-3-carboxylic acid {3-[4-(2-cyano-4-fluorophenyl)piperidin-1-yl]propyl}amide), C1(=CC=C(C=C1)S(=O)(=O)O)C (p-toluenesulfonic acid). Run in CO (methanol). Run at time 18 hour. Yields the product C(#N)C1=C(C=CC(=C1)F)C1CCN(CC1)CCCNC(=O)N1C(O[C@H]([C@@H]1C1=CC(=C(C=C1)F)F)CO)=O ((4S,5R)-4-(3,4-difluorophenyl)-5-hydroxymethyl-2-oxo-oxazolidine-3-carboxylic acid {3-[4-(2-cyano-4-fluorophenyl)piperidin-1-yl]propyl}amide). Reaction SMILES: [C:1]([C:3]1[CH:8]=[C:7]([F:9])[CH:6]=[CH:5][C:4]=1[CH:10]1[CH2:15][CH2:14][N:13]([CH2:16][CH2:17][CH2:18][NH:19][C:20]([N:22]2[C@@H:26]([C:27]3[CH:32]=[CH:31][C:30]([F:33])=[C:29]([F:34])[CH:28]=3)[C@H:25]([CH2:35][O:36]C3CCCCO3)[O:24][C:23]2=[O:43])=[O:21])[CH2:12][CH2:11]1)#[N:2].C1(C)C=CC(S(O)(=O)=O)=CC=1>CO>[C:1]([C:3]1[CH:8]=[C:7]([F:9])[CH:6]=[CH:5][C:4]=1[CH:10]1[CH2:15][CH2:14][N:13]([CH2:16][CH2:17][CH2:18][NH:19][C:20]([N:22]2[C@@H:26]([C:27]3[CH:32]=[CH:31][C:30]([F:33])=[C:29]([F:34])[CH:28]=3)[C@H:25]([CH2:35][OH:36])[O:24][C:23]2=[O:43])=[O:21])[CH2:12][CH2:11]1)#[N:2]. Procedure details: To a solution of (4S,5R)-4-(3,4-difluorophenyl)-5-(tetrahydropyran-2-yloxymethyl)-2-oxo-oxazolidine-3-carboxylic acid {3-[4-(2-cyano-4-fluorophenyl)piperidin-1-yl]propyl}amide (122 mg, 0.20 mmol) in methanol (5 mL) was added p-toluenesulfonic acid (38 mg, 0.20 mmol). The reaction mixture was stirred at room temperature for 18 h. The volatiles were removed under reduced pressure, the residue taken up in ethyl acetate (100 mL), washed with 10% sodium carbonate solution (2×50 mL), dried over magnes... The reactants are Br(=O)(=O)O.NCC[C@@H](CO)O (4-amino-(S)-1,2-butandiol bromate), C(C)(=O)O (acetic acid), Br(=O)(=O)O (bromic acid). Solvent: C(C)O (ethanol). Reaction conditions: temperature 40 celsius, time 2 hour. Yields the product Br(=O)(=O)O[C@H](CBr)CCN (4-amino-1-bromo-(S)-2-butanol bromate). As a reaction SMILES: [Br:1]([OH:4])(=[O:3])=[O:2].[NH2:5][CH2:6][CH2:7][C@H:8](O)[CH2:9]O.C(O)(=O)C.[Br:16](O)(=O)=O>C(O)C>[Br:1]([O:4][C@@H:8]([CH2:7][CH2:6][NH2:5])[CH2:9][Br:16])(=[O:3])=[O:2] |f:0.1|. Procedure: 4-Amino-(S)-1,2-butandiol bromate 6 (0.537 mol, 100 g) and an acetic acid solution (185 g) with 33% bromic acid dissolved therein were added to a 500□ round-bottom flask and the mixture was agitated at 40° C. for 2 hours. After the preparation of an intermediate was confirmed by Thin Layer Chromatography (TLC), anhydrous ethanol (285 g) was added thereto. The reaction mixture was agitated under reflux for 3 hours to complete the reaction and then concentrated under reduced pressure to completely... The product is CC(=O)OC(C)(C)c1cccnc1C=O. RXN SMILES: [CH2:19]1[O:20][CH2:21][CH2:22][O:23][CH2:24]1.[CH3:4][C:5]([CH3:6])([c:7]1[c:8]([CH3:13])[n:9][cH:10][cH:11][cH:12]1)[O:14][C:15]([CH3:16])=[O:17].[OH2:18].[Se:1](=[O:2])=[O:3]>>[O:2]=[CH:13][c:8]1[c:7]([C:5]([CH3:4])([CH3:6])[O:14][C:15]([CH3:16])=[O:17])[cH:12][cH:11][cH:10][n:9]1. Reactants: C1COCCO1, CC(=O)OC(C)(C)c1cccnc1C, O, O=[Se]=O. Starting materials: ClC1=NC(=CC(=C1)C1=CCN(CC1)C(=O)OC(C)(C)C)Cl (tert-butyl 4-(2,6-dichloro-4-pyridyl)-5,6-dihydro-2H-pyridine-1-carboxylate), CNCCO (2-(methylamino)ethanol). Solvent: O (water). The product is ClC1=NC(=CC(=C1)C1=CCN(CC1)C(=O)OC(C)(C)C)N(C)CCO (tert-butyl 4-(2-chloro-6-((2-hydroxyethyl)(methyl)amino)pyridin-4-yl)-5,6-dihydropyridine-1(2H)-carboxylate). Reaction SMILES: Cl[C:2]1[CH:7]=[C:6]([C:8]2[CH2:13][CH2:12][N:11]([C:14]([O:16][C:17]([CH3:20])([CH3:19])[CH3:18])=[O:15])[CH2:10][CH:9]=2)[CH:5]=[C:4]([Cl:21])[N:3]=1.[CH3:22][NH:23][CH2:24][CH2:25][OH:26]>O>[Cl:21][C:4]1[CH:5]=[C:6]([C:8]2[CH2:13][CH2:12][N:11]([C:14]([O:16][C:17]([CH3:20])([CH3:19])[CH3:18])=[O:15])[CH2:10][CH:9]=2)[CH:7]=[C:2]([N:23]([CH2:24][CH2:25][OH:26])[CH3:22])[N:3]=1. Procedure: A solution of tert-butyl 4-(2,6-dichloro-4-pyridyl)-5,6-dihydro-2H-pyridine-1-carboxylate (395 mg, 1.20 mmol) and 2-(methylamino)ethanol (3.5 mL, 44 mmol) in a glass vial was heated in oil bath at 100° C. for 4 h. After cooled, it was diluted with water (50 mL), extracted with EtOAc (2×50 mL). The combined EtOAc were dried over Na2SO4, filtered, concentrated in vacuo, and dried under high vacuum to give orange syrup. It was carried on without further purification. LC-MS: m/z=367 (M+H+). The reactants are [Al+3], O=C(Cl)CCCCCBr, [Cl-], [Cl-], [Cl-], Clc1ccccc1, Cl, O. Yields the product O=C(CCCCCBr)c1ccc(Cl)cc1. RXN SMILES: [Al+3:2].[Br:5][CH2:6][CH2:7][CH2:8][CH2:9][CH2:10][C:11](=[O:12])[Cl:13].[Cl-:1].[Cl-:3].[Cl-:4].[Cl:16][c:17]1[cH:18][cH:19][cH:20][cH:21][cH:22]1.[ClH:15].[OH2:14]>>[Br:5][CH2:6][CH2:7][CH2:8][CH2:9][CH2:10][C:11](=[O:12])[c:20]1[cH:19][cH:18][c:17]([Cl:16])[cH:22][cH:21]1.